This data is from the Open Reaction Database (ORD), a public repository of structured organic reaction records. The task is: describe an organic reaction: reactants, conditions, products, and yield The reactants are FC=1C=C2C(=NC(=NC2=CC1)C1=CC(=C(C(=C1)OC)OC)OC)C(=O)O (6-fluoro-2-(3,4,5-trimethoxyphenyl)quinazoline-4-carboxylic acid), Cl.COC1=C2CCNCC2=CC=C1 (5-methoxy-1,2,3,4-tetrahydroisoquinoline hydrochloride). Yields the product FC=1C=C2C(=NC(=NC2=CC1)C1=CC(=C(C(=C1)OC)OC)OC)C(=O)N1CC2=CC=CC(=C2CC1)OC (2-[[6-fluoro-2-(3,4,5-trimethoxyphenyl)quinazolin-4-yl]carbonyl]-5-methoxy-1,2,3,4-tetrahydroisoquinoline). Isolated yield 41.1%. RXN SMILES: [F:1][C:2]1[CH:3]=[C:4]2[C:9](=[CH:10][CH:11]=1)[N:8]=[C:7]([C:12]1[CH:17]=[C:16]([O:18][CH3:19])[C:15]([O:20][CH3:21])=[C:14]([O:22][CH3:23])[CH:13]=1)[N:6]=[C:5]2[C:24](O)=[O:25].Cl.[CH3:28][O:29][C:30]1[CH:39]=[CH:38][CH:37]=[C:36]2[C:31]=1[CH2:32][CH2:33][NH:34][CH2:35]2>>[F:1][C:2]1[CH:3]=[C:4]2[C:9](=[CH:10][CH:11]=1)[N:8]=[C:7]([C:12]1[CH:13]=[C:14]([O:22][CH3:23])[C:15]([O:20][CH3:21])=[C:16]([O:18][CH3:19])[CH:17]=1)[N:6]=[C:5]2[C:24]([N:34]1[CH2:33][CH2:32][C:31]2[C:36](=[CH:37][CH:38]=[CH:39][C:30]=2[O:29][CH3:28])[CH2:35]1)=[O:25] |f:1.2|. Reported procedure: Reaction of 6-fluoro-2-(3,4,5-trimethoxyphenyl)quinazoline-4-carboxylic acid with 5-methoxy-1,2,3,4-tetrahydroisoquinoline hydrochloride gave compound 104 (41.1% yield). 1H NMR (300 MHz, DMSO-d6) δ 2.88 and 3.03 (2t, 2H), 3.55 and 4.02 (2t, 2H), 3.72-3.3.77 (m, 6H), 3.86 and 3.92 (2s, 6H), 4.48 and 4.92 (2s, 2H), 6.63-7.27 (m, 3H), 7.62-7.85 (m, 3H), 7.98-8.07 (m, 1H), 8.23-8.26 (m, 1H); MS (ESI) m/z 504 ([M+H]+).